From a dataset of the Open Reaction Database (ORD), a public repository of structured organic reaction records. describe an organic reaction: reactants, conditions, products, and yield Starting materials: CN(CCOCCCC)C (dimethyl(2-butoxyethyl)amine), CI (methyl iodide). Solvent: CCOCC (ether). The product is [I-].C[N+](CCOCCCC)(C)C (trimethyl(2-butoxyethyl)ammonium iodide). RXN SMILES: [CH3:1][N:2]([CH3:10])[CH2:3][CH2:4][O:5][CH2:6][CH2:7][CH2:8][CH3:9].[CH3:11][I:12]>CCOCC>[I-:12].[CH3:1][N+:2]([CH3:11])([CH3:10])[CH2:3][CH2:4][O:5][CH2:6][CH2:7][CH2:8][CH3:9] |f:3.4|. Reported procedure: 10 g dimethyl(2-butoxyethyl)amine and 10 g methyl iodide were stirred in 125 ml ether for 24 hours. The precipitate was filtered off and dried. The trimethyl(2-butoxyethyl)ammonium iodide obtained had a melting point of 71°-73° C. The reactants are FC1=CC=C(C=C1)C(OC1CCN(CC1)CCCN)C1=CC=C(C=C1)F (4-[bis(4-fluorophenyl)methoxy]-1-piperidinepropanamine), ClC=1C=CC=2N(N1)C=C(N2)C(C(=O)OCC)(C)C (ethyl 2-[6chloroimidazo[1,2-b]pyridazin-2-yl]-2-methylpropionate), C([O-])(O)=O.[Na+] (sodium bicarbonate). Yields the product C(\C=C\C(=O)O)(=O)O.C(\C=C\C(=O)O)(=O)O.FC1=CC=C(C=C1)C(OC1CCN(CC1)CCCNC=1C=CC=2N(N1)C=C(N2)C(C(=O)OCC)(C)C)C2=CC=C(C=C2)F (ethyl 2-[6-[3-[4-[bis(4-fluorophenyl)methoxy) piperidino]propylamino]imidazo[1,2-b]pyridazin-2-yl]-2-methylpropionate difumarate). RXN SMILES: [F:1][C:2]1[CH:7]=[CH:6][C:5]([CH:8]([C:20]2[CH:25]=[CH:24][C:23]([F:26])=[CH:22][CH:21]=2)[O:9][CH:10]2[CH2:15][CH2:14][N:13]([CH2:16][CH2:17][CH2:18][NH2:19])[CH2:12][CH2:11]2)=[CH:4][CH:3]=1.Cl[C:28]1[CH:29]=[CH:30][C:31]2[N:32]([CH:34]=[C:35]([C:37]([CH3:44])([CH3:43])[C:38]([O:40][CH2:41][CH3:42])=[O:39])[N:36]=2)[N:33]=1.[C:45](=[O:48])([OH:47])[O-].[Na+]>>[C:38]([OH:40])(=[O:39])/[CH:37]=[CH:35]/[C:45]([OH:47])=[O:48].[C:38]([OH:40])(=[O:39])/[CH:37]=[CH:35]/[C:45]([OH:47])=[O:48].[F:1][C:2]1[CH:7]=[CH:6][C:5]([CH:8]([C:20]2[CH:21]=[CH:22][C:23]([F:26])=[CH:24][CH:25]=2)[O:9][CH:10]2[CH2:11][CH2:12][N:13]([CH2:16][CH2:17][CH2:18][NH:19][C:28]3[CH:29]=[CH:30][C:31]4[N:32]([CH:34]=[C:35]([C:37]([CH3:43])([CH3:44])[C:38]([O:40][CH2:41][CH3:42])=[O:39])[N:36]=4)[N:33]=3)[CH2:14][CH2:15]2)=[CH:4][CH:3]=1 |f:2.3,4.5.6|. Procedure details: 1.62 g of 4-[bis(4-fluorophenyl)methoxy]-1-piperidinepropanamine and 0.803 g of ethyl 2-[6chloroimidazo[1,2-b]pyridazin-2-yl]-2-methylpropionate were stirred at 190-200° C. for 3 hours. After cooling, aqueous sodium bicarbonate and saline were added, followed by extraction with ethyl acetate; the extract was washed with saturated saline and dried with magnesium sulfate. The dry product was concentrated under reduced pressure; the residue was subjected to silica gel column chromatography and elut... Reactants: OC(CC#N)COS(=O)(=O)C1=CC=C(C=C1)C ((RS)-3-hydroxy-4-(p-toluenesulfonyloxy)butyronitrile), Cl (hydrochloric acid), [H][H] (hydrogen). Reagents/catalysts: [Pd] (Pd on carbon). Run in CO (methanol). Product: Cl.OC(CCN)COS(=O)(=O)C1=CC=C(C=C1)C ((RS)-3-hydroxy-4-(p-toluenesulfonyloxy)butylamine hydrochloride). As a reaction SMILES: [OH:1][CH:2]([CH2:6][O:7][S:8]([C:11]1[CH:16]=[CH:15][C:14]([CH3:17])=[CH:13][CH:12]=1)(=[O:10])=[O:9])[CH2:3][C:4]#[N:5].[ClH:18].[H][H]>CO.[Pd]>[ClH:18].[OH:1][CH:2]([CH2:6][O:7][S:8]([C:11]1[CH:12]=[CH:13][C:14]([CH3:17])=[CH:15][CH:16]=1)(=[O:10])=[O:9])[CH2:3][CH2:4][NH2:5] |f:5.6|. Reported procedure: To a solution of (RS)-3-hydroxy-4-(p-toluenesulfonyloxy)butyronitrile (17.0 g) in methanol (120 ml), 10 wt. % Pd on carbon (3.0 g) and conc. hydrochloric acid (30 ml) were added. The mixture was stirred in a hydrogen atmosphere of 4.0 kg/cm2 at room temperature for 20 hours. After filtrating off the catalyst, the mixture was evaporated under reduced pressure to obtain a crude product, which was purified by silica gel chromatography (Wako Gel C200, an eluent: methanol/acetone (volume ratio of 3/7...